This data is from the Open Reaction Database (ORD), a public repository of structured organic reaction records. The task is: describe an organic reaction: reactants, conditions, products, and yield Yields the product BrC1=NC(=CC=C1)OC1COCC1 (2-bromo-6-(tetrahydro-furan-3-yloxy)-pyridine). RXN SMILES: [OH:1][C@H:2]1[CH2:6][CH2:5][O:4][CH2:3]1.[H-].[Na+].[Br:9][C:10]1[CH:15]=[CH:14][CH:13]=[C:12](Br)[N:11]=1>C1COCC1>[Br:9][C:10]1[CH:15]=[CH:14][CH:13]=[C:12]([O:1][CH:2]2[CH2:6][CH2:5][O:4][CH2:3]2)[N:11]=1 |f:1.2|. The reactants are O[C@@H]1COCC1 ((S)-(+)-3-hydroxy-tetrahydrofuran), [H-].[Na+] (NaH), BrC1=NC(=CC=C1)Br (2,6-dibromopyridine). Run in C1CCOC1 (THF). Procedure details: To a solution of (S)-(+)-3-hydroxy-tetrahydrofuran (0.34 mL, 4.2 mmol) and dry THF (20 mL) was added NaH (0.17 g, 4.2 mmol, 60%) under N2 at RT. After 5 min, added 2,6-dibromopyridine. Stirred at RT for 4 h. Quenched with H2O and extracted with EtOAc. Washed organic layer with saturated NH4Cl, brine, dried (MgSO4) and concentrated in vacuo to give 2-bromo-6-(tetrahydro-furan-3-yloxy)-pyridine as a clear, colorless oil. MS m/z: 245.2 (M+H). Calc'd for C9H10BrNO2—244.09. Run at time 5 minute. RXN SMILES: [C:42]([Cl:43])([Cl:44])([Cl:45])[Cl:46].[CH3:1][C:2]([CH:3]([C:4](=[O:5])[O:6][CH:7]([c:8]1[cH:9][cH:10][cH:11][cH:12][cH:13]1)[c:14]1[cH:15][cH:16][cH:17][cH:18][cH:19]1)[N:20]1[CH:21]2[O:22][C:23]([c:28]3[cH:29][cH:30][cH:31][cH:32][cH:33]3)=[N:24][CH:25]2[C:26]1=[O:27])=[CH2:34].[CH3:47][CH2:48][O:49][C:50](=[O:51])[CH3:52].[Cl:35].[cH:36]1[cH:37][cH:38][n:39][cH:40][cH:41]1>>[CH2:1]([C:2]([CH:3]([C:4](=[O:5])[O:6][CH:7]([c:8]1[cH:9][cH:10][cH:11][cH:12][cH:13]1)[c:14]1[cH:15][cH:16][cH:17][cH:18][cH:19]1)[N:20]1[CH:21]2[O:22][C:23]([c:28]3[cH:29][cH:30][cH:31][cH:32][cH:33]3)=[N:24][CH:25]2[C:26]1=[O:27])=[CH2:34])[Cl:43]. Yields the product C=C(CCl)C(C(=O)OC(c1ccccc1)c1ccccc1)N1C(=O)C2N=C(c3ccccc3)OC21. The reactants are ClC(Cl)(Cl)Cl, C=C(C)C(C(=O)OC(c1ccccc1)c1ccccc1)N1C(=O)C2N=C(c3ccccc3)OC21, CCOC(C)=O, Cl, c1ccncc1. As a reaction SMILES: [C:2](#[N:3])[c:4]1[c:5]([N:10]([CH3:11])[CH3:12])[n:6][cH:7][cH:8][cH:9]1.[CH3:13][CH2:14][OH:15].[NH3:1]>>[CH2:2]([NH2:3])[c:4]1[c:5]([N:10]([CH3:11])[CH3:12])[n:6][cH:7][cH:8][cH:9]1. Product: CN(C)c1ncccc1CN. Reactants: CN(C)c1ncccc1C#N, CCO, N. Procedure details: A 140 mg portion of 3-(2-(1,3-dihydro-2H-benzimidazol-2-ylidene)-3-{3-[(4R)-2,2-dimethyl-1,3-dioxolan-4-yl]-2-fluorophenyl}-3-oxopropanoyl)benzonitrile was dissolved in 5 ml of acetic acid-water (4:1) and stirred at 50° C. for 3 hours. The solvent was evaporated to carry out an azeotropic treatment using Tol. The thus formed residue was purified by a silica gel column chromatography, and the foamy substance obtained from a chloroform-methanol (10:0-9:1) eluate was recrystallized from ethyl aceta... Starting materials: N1C(NC2=C1C=CC=C2)=C(C(=O)C=2C=C(C#N)C=CC2)C(=O)C2=C(C(=CC=C2)[C@H]2OC(OC2)(C)C)F (3-(2-(1,3-dihydro-2H-benzimidazol-2-ylidene)-3-{3-[(4R)-2,2-dimethyl-1,3-dioxolan-4-yl]-2-fluorophenyl}-3-oxopropanoyl)benzonitrile). RXN SMILES: [NH:1]1[C:5]2[CH:6]=[CH:7][CH:8]=[CH:9][C:4]=2[NH:3][C:2]1=[C:10]([C:21]([C:23]1[CH:28]=[CH:27][CH:26]=[C:25]([C@@H:29]2[CH2:33][O:32]C(C)(C)[O:30]2)[C:24]=1[F:36])=[O:22])[C:11]([C:13]1[CH:14]=[C:15]([CH:18]=[CH:19][CH:20]=1)[C:16]#[N:17])=[O:12]>C(O)(=O)C.O>[NH:1]1[C:5]2[CH:6]=[CH:7][CH:8]=[CH:9][C:4]=2[NH:3][C:2]1=[C:10]([C:21]([C:23]1[CH:28]=[CH:27][CH:26]=[C:25]([C@@H:29]([OH:30])[CH2:33][OH:32])[C:24]=1[F:36])=[O:22])[C:11]([C:13]1[CH:14]=[C:15]([CH:18]=[CH:19][CH:20]=1)[C:16]#[N:17])=[O:12] |f:1.2|. Product: N1C(NC2=C1C=CC=C2)=C(C(=O)C=2C=C(C#N)C=CC2)C(=O)C2=C(C(=CC=C2)[C@H](CO)O)F (3-(2-(1,3-dihydro-2H-benzimidazol-2-ylidene)-3-{3-[(1R)-1,2-dihydroxyethyl]-2-fluorophenyl}-3-oxopropanoyl)benzonitrile). Isolated yield 82.0%. The solvent is C(C)(=O)O.O (acetic acid water). Run at temperature 50 celsius, time 3 hour. Reactants: C(=O)NC=1SC=C(N1)CC(=O)O (2-formamido-4-carboxymethylthiazole), ClN1C(CCC1=O)=O (N-chlorosuccinimide), ClN1C(CCC1=O)=O (N-chlorosuccinimide). The solvent is O1CCCC1 (tetrahydrofuran). Run at time 8 hour. Product: ClC1=C(N=C(S1)NC=O)CC(=O)O (5-chloro-2-formamido-4-carboxymethylthiazole). The yield is 29.3%. Reaction SMILES: [CH:1]([NH:3][C:4]1[S:5][CH:6]=[C:7]([CH2:9][C:10]([OH:12])=[O:11])[N:8]=1)=[O:2].[Cl:13]N1C(=O)CCC1=O>O1CCCC1>[Cl:13][C:6]1[S:5][C:4]([NH:3][CH:1]=[O:2])=[N:8][C:7]=1[CH2:9][C:10]([OH:12])=[O:11]. Procedure: To a solution of 2-formamido-4-carboxymethylthiazole (2.0 g) in tetrahydrofuran (20 ml) was added N-chlorosuccinimide (1.58 g) and stirred at room temperature overnight. The reaction mixture was added N-chlorosuccinimide (0.5 g) and stirred at the same temperature overnight. The reaction mixture was evaporated under reduced pressure and purified by column chromatography on silica gel (SiO2 =200 ml, chloroform:methanol:acetic acid=20:1:0.1) to give two fractions. The fraction 1 (upper spot by TLC... Starting materials: N1N=C(C2=CC=CC=C12)C(=O)O (indazole-3-carboxylic acid), C1(=C(C(=CC(=C1)C)C)S(=O)(=O)Cl)C (Mesitylenesulphonyl chloride), [H-].[Na+] (NaH). The solvent is CN(C)C=O (DMF), O1CCCC1 (tetrahydrofuran), CN(C)C=O (DMF), petroleum ether. Conditions: temperature 0 celsius. The product is CC1=C(C(=CC(=C1)C)C)S(=O)(=O)N1N=C(C2=CC=CC=C12)C(=O)O (1-(2,4,6-Trimethylbenzenesulphonyl)-1H-indazole-3-carboxylic acid). RXN SMILES: [H-].[Na+].[NH:3]1[C:11]2[C:6](=[CH:7][CH:8]=[CH:9][CH:10]=2)[C:5]([C:12]([OH:14])=[O:13])=[N:4]1.[C:15]1([CH3:27])[CH:20]=[C:19]([CH3:21])[CH:18]=[C:17]([CH3:22])[C:16]=1[S:23](Cl)(=[O:25])=[O:24]>CN(C=O)C.O1CCCC1>[CH3:27][C:15]1[CH:20]=[C:19]([CH3:21])[CH:18]=[C:17]([CH3:22])[C:16]=1[S:23]([N:3]1[C:11]2[C:6](=[CH:7][CH:8]=[CH:9][CH:10]=2)[C:5]([C:12]([OH:14])=[O:13])=[N:4]1)(=[O:24])=[O:25] |f:0.1|. Procedure: NaH (60% in oil, 40 mmol) is washed under argon with petroleum ether and then suspended in 60 ml of anhydrous DMF. An indazole-3-carboxylic acid solution (3.35 g, 20 mmol) in anhydrous DMF (50 ml) is added dropwise to this suspension kept at 0° C. The reaction mixture becomes clear. When the addition is complete, the medium is allowed to react for 30 min at room temperature and then the reaction mixture is again cooled to 0° C. Mesitylenesulphonyl chloride (4.82 g, 22 mmol) in solution in anhydr... Starting materials: BrCC1CCOCC1, O=C([O-])[O-], COCCOc1nc(N)c2nc(OC)[nH]c2n1, O=C(O)C(F)(F)F, [K+], [K+], CN(C)C=O. Product: COCCOc1nc(N)c2nc(OC)n(CC3CCOCC3)c2n1. As a reaction SMILES: [Br:31][CH2:32][CH:33]1[CH2:34][CH2:35][O:36][CH2:37][CH2:38]1.[C:25](=[O:26])([O-:27])[O-:28].[CH3:8][O:9][c:10]1[nH:11][c:12]2[n:13][c:14]([O:20][CH2:21][CH2:22][O:23][CH3:24])[n:15][c:16]([NH2:19])[c:17]2[n:18]1.[F:1][C:2]([F:3])([F:4])[C:5]([OH:6])=[O:7].[K+:29].[K+:30].[O:39]=[CH:40][N:41]([CH3:42])[CH3:43]>>[CH3:8][O:9][c:10]1[n:11]([CH2:32][CH:33]2[CH2:34][CH2:35][O:36][CH2:37][CH2:38]2)[c:12]2[n:13][c:14]([O:20][CH2:21][CH2:22][O:23][CH3:24])[n:15][c:16]([NH2:19])[c:17]2[n:18]1. As a reaction SMILES: [CH2:45]1[O:46][CH2:47][CH2:48][CH2:49]1.[CH:1]([N:2]([CH:3]([CH3:4])[CH3:5])[CH2:6][CH3:7])([CH3:8])[CH3:9].[Cl:35][C:36](=[O:37])[O:38][CH2:39][CH3:40].[Cl:41][C:42]([O-:43])=[O:44].[NH2:10][CH:11]1[CH2:12][N:13]([c:16]2[n:17][c:18](-[c:27]3[c:28]([OH:34])[cH:29][cH:30][cH:31][c:32]3[F:33])[n:19][c:20]3[cH:21][c:22]([CH3:26])[cH:23][cH:24][c:25]23)[CH2:14][CH2:15]1>>[NH:10]([CH:11]1[CH2:12][N:13]([c:16]2[n:17][c:18](-[c:27]3[c:28]([OH:34])[cH:29][cH:30][cH:31][c:32]3[F:33])[n:19][c:20]3[cH:21][c:22]([CH3:26])[cH:23][cH:24][c:25]23)[CH2:14][CH2:15]1)[C:36](=[O:37])[O:38][CH2:39][CH3:40]. Reactants: C1CCOC1, CCN(C(C)C)C(C)C, CCOC(=O)Cl, O=C([O-])Cl, Cc1ccc2c(N3CCC(N)C3)nc(-c3c(O)cccc3F)nc2c1. Yields the product CCOC(=O)NC1CCN(c2nc(-c3c(O)cccc3F)nc3cc(C)ccc23)C1.